The task is: describe an organic reaction: reactants, conditions, products, and yield. This data is from the Open Reaction Database (ORD), a public repository of structured organic reaction records. The reactants are ClCCCCN1C(NC(C2=CC=CC=C12)=O)=O (1-(4-chlorobutyl)-2,4(1H,3H)-quinazolinedione), Cl.C(CC)OC1=C(C=CC=C1)N1CCNCC1 (N-(2-propoxyphenyl)piperazine hydrochloride), [I-].[K+] (potassium iodide), C([O-])([O-])=O.[Na+].[Na+] (sodium carbonate). The solvent is C(C(C)C)C(=O)C (methyl isobutyl ketone). Yields the product C(CC)OC1=C(C=CC=C1)N1CCN(CC1)CCCCN1C(NC(C2=CC=CC=C12)=O)=O (1-[4-{4-(2-propoxyphenyl)piperazin-1-yl}butyl]-2,4(1H,3H)-quinazolinedione). Isolated yield 96.2%. Reaction SMILES: Cl[CH2:2][CH2:3][CH2:4][CH2:5][N:6]1[C:15]2[C:10](=[CH:11][CH:12]=[CH:13][CH:14]=2)[C:9](=[O:16])[NH:8][C:7]1=[O:17].Cl.[CH2:19]([O:22][C:23]1[CH:28]=[CH:27][CH:26]=[CH:25][C:24]=1[N:29]1[CH2:34][CH2:33][NH:32][CH2:31][CH2:30]1)[CH2:20][CH3:21].[I-].[K+].C(=O)([O-])[O-].[Na+].[Na+]>C(C(C)=O)C(C)C>[CH2:19]([O:22][C:23]1[CH:28]=[CH:27][CH:26]=[CH:25][C:24]=1[N:29]1[CH2:34][CH2:33][N:32]([CH2:2][CH2:3][CH2:4][CH2:5][N:6]2[C:15]3[C:10](=[CH:11][CH:12]=[CH:13][CH:14]=3)[C:9](=[O:16])[NH:8][C:7]2=[O:17])[CH2:31][CH2:30]1)[CH2:20][CH3:21] |f:1.2,3.4,5.6.7|. Procedure details: A mixture of 1-(4-chlorobutyl)-2,4(1H,3H)-quinazolinedione (160 mg), N-(2-propoxyphenyl)piperazine hydrochloride (178 mg), potassium iodide (105 mg), and sodium carbonate (200 mg) in methyl isobutyl ketone (15 ml) was refluxed for 5 hours. After dilution with ethyl acetate, the reaction mixture was washed in turn with water and brine, dried over magnesium sulfate, and evaporated. The residue was chromatographed on silica gel (15 g) eluting with chloroform-methanol (50:1 V/V) to give 1-[4-{4-(2-p... As a reaction SMILES: [CH3:1][N:2]([CH3:3])[CH:4]=[O:5].[Cl:21][CH:22]([F:23])[F:24].[F:6][c:7]1[c:8]([C:9](=[O:10])[OH:11])[cH:12][c:13]([F:18])[c:14]([F:17])[c:15]1[OH:16].[Na+:20].[OH-:19].[OH2:25]>>[F:6][c:7]1[c:8]([C:9](=[O:10])[OH:11])[cH:12][c:13]([F:18])[c:14]([F:17])[c:15]1[O:16][CH:22]([F:23])[F:24]. Starting materials: CN(C)C=O, FC(F)Cl, O=C(O)c1cc(F)c(F)c(O)c1F, [Na+], [OH-], O. Product: O=C(O)c1cc(F)c(F)c(OC(F)F)c1F. The reactants are CO, [Na+], O=C([O-])O, CCCCCCCCCCCCOC(=O)COCC(=O)O. The product is CCCCCCCCCCCC[Na], O=C(O)COCC(=O)O. Reaction SMILES: [CH3:27][OH:28].[Na+:26].[O-:22][C:23]([OH:24])=[O:25].[O:1]([CH2:2][C:3](=[O:4])[OH:5])[CH2:6][C:7](=[O:8])[O:9][CH2:10][CH2:11][CH2:12][CH2:13][CH2:14][CH2:15][CH2:16][CH2:17][CH2:18][CH2:19][CH2:20][CH3:21]>>[CH2:10]([CH2:11][CH2:12][CH2:13][CH2:14][CH2:15][CH2:16][CH2:17][CH2:18][CH2:19][CH2:20][CH3:21])[Na:26].[O:1]([CH2:2][C:3](=[O:4])[OH:5])[CH2:6][C:7](=[O:8])[OH:9]. Reactants: C(C)OC(NC=C(C1=CC(=C(C=C1)OC)OC)C#N)=O ([2-cyano-2-(3,4-dimethoxy-phenyl)-vinyl]-carbamic acid ethyl ester), S(O)(O)(=O)=O (sulfuric acid). Run in C(C)OCC (diethyl ether), C1(=CC=CC=C1)OC1=CC=CC=C1 (diphenyl ether). Reaction conditions: temperature 230 celsius. Product: COC=1C=C2C(=CNC(C2=CC1OC)=O)C#N (6,7-dimethoxy-1-oxo-1,2-dihydro-isoquinoline-4-carbonitrile). Yield: 52.0%. RXN SMILES: C([O:3][C:4](=O)[NH:5][CH:6]=[C:7]([C:18]#[N:19])[C:8]1[CH:13]=[CH:12][C:11]([O:14][CH3:15])=[C:10]([O:16][CH3:17])[CH:9]=1)C.S(=O)(=O)(O)O>C1(OC2C=CC=CC=2)C=CC=CC=1.C(OCC)C>[CH3:17][O:16][C:10]1[CH:9]=[C:8]2[C:13](=[CH:12][C:11]=1[O:14][CH3:15])[C:4](=[O:3])[NH:5][CH:6]=[C:7]2[C:18]#[N:19]. Procedure: To a stirred solution of [2-cyano-2-(3,4-dimethoxy-phenyl)-vinyl]-carbamic acid ethyl ester (8 g, 29.0 mmol) in diphenyl ether (70 mL) was added concentrated sulfuric acid (0.5 mL). The reaction mixture was heated at 230° C. for 4 hrs, cooled and diluted with diethyl ether (400 mL). A brown solid was precipitated, filtered, collected and washed with diethyl ether to afford 6,7-dimethoxy-1-oxo-1,2-dihydro-isoquinoline-4-carbonitrile. (3.5 g, 52% yield). The reactants are BrC1=CC=2C3=CC=CC=C3C(N(C2C=C1)S(=O)(=O)C1=CC=C(C=C1)OC)C (2-bromo-5-[(4-methoxyphenyl)sulfonyl]-6-methyl-5,6-dihydrophenanthridine), C1=CCCCC1 (cyclohexene), B(Br)(Br)Br (boron tribromide), ClCCl (dichloromethane). Conditions: time 4 hour. Yields the product BrC1=CC=2C3=CC=CC=C3C(N(C2C=C1)S(=O)(=O)C1=CC=C(C=C1)O)C (4-[(2-Bromo-6-methylphenanthridin-5(6H)-yl)sulfonyl]phenol). Isolated yield 68.0%. Reaction SMILES: [Br:1][C:2]1[CH:15]=[CH:14][C:13]2[N:12]([S:16]([C:19]3[CH:24]=[CH:23][C:22]([O:25]C)=[CH:21][CH:20]=3)(=[O:18])=[O:17])[CH:11]([CH3:27])[C:10]3[C:5](=[CH:6][CH:7]=[CH:8][CH:9]=3)[C:4]=2[CH:3]=1.C1CCCCC=1.B(Br)(Br)Br.ClCCl>>[Br:1][C:2]1[CH:15]=[CH:14][C:13]2[N:12]([S:16]([C:19]3[CH:20]=[CH:21][C:22]([OH:25])=[CH:23][CH:24]=3)(=[O:18])=[O:17])[CH:11]([CH3:27])[C:10]3[C:5](=[CH:6][CH:7]=[CH:8][CH:9]=3)[C:4]=2[CH:3]=1. Procedure details: A stirred suspension of 2-bromo-5-[(4-methoxyphenyl)sulfonyl]-6-methyl-5,6-dihydrophenanthridine (333 mg, 0.75 mmol) and cyclohexene (1.64 g, 20 mmol) was treated at room temperature under nitrogen with a solution of 1.0 M boron tribromide in dichloromethane (5 mL, 5 mmol). After stirring for approximately four hours at room temperature, the reaction was quenched with methanol (20 mL) and diluted with dichloromethane. The mixture was washed sequentially with an aqueous potassium carbonate soluti... Starting materials: S(=O)(=O)(C1=CC=C(C)C=C1)OCCCCCCCCCCCCCCCCCCCCCC(=O)OC (methyl 22-tosyloxydocosanoate), C1(C=2C(C(N1)=O)=CC=CC2)=O.[K] (potassium phthalimide). Run in CN(C=O)C (N,N-dimethylformamide), CN(C=O)C (N,N-dimethylformamide). Run at temperature 110 celsius. Product: C1(C=2C(C(N1CCCCCCCCCCCCCCCCCCCCCC(=O)OC)=O)=CC=CC2)=O (methyl 22-phthalimidodocosanoate). Isolated yield 75.0%. As a reaction SMILES: [C:1]1(=[O:11])[NH:5][C:4](=[O:6])[C:3]2=[CH:7][CH:8]=[CH:9][CH:10]=[C:2]12.[K].S(O[CH2:24][CH2:25][CH2:26][CH2:27][CH2:28][CH2:29][CH2:30][CH2:31][CH2:32][CH2:33][CH2:34][CH2:35][CH2:36][CH2:37][CH2:38][CH2:39][CH2:40][CH2:41][CH2:42][CH2:43][CH2:44][C:45]([O:47][CH3:48])=[O:46])(C1C=CC(C)=CC=1)(=O)=O>CN(C)C=O>[C:1]1(=[O:11])[N:5]([CH2:24][CH2:25][CH2:26][CH2:27][CH2:28][CH2:29][CH2:30][CH2:31][CH2:32][CH2:33][CH2:34][CH2:35][CH2:36][CH2:37][CH2:38][CH2:39][CH2:40][CH2:41][CH2:42][CH2:43][CH2:44][C:45]([O:47][CH3:48])=[O:46])[C:4](=[O:6])[C:3]2=[CH:7][CH:8]=[CH:9][CH:10]=[C:2]12 |f:0.1,^1:11|. Procedure details: A mixture of potassium phthalimide (1.16 g, 6.29 mmoles) and 40 ml of dried N,N-dimethylformamide was heated up to 110° C. To this mixture was added dropwise a solution of methyl 22-tosyloxydocosanoate (2.20 g, 4.19 mmoles) in 70 ml of N,N-dimethylformamide, and the reaction mixture was reacted for 2 hours at 110° C. After the completion of reaction, the reaction mixture was subjected to the same after-treatment steps as in Reference Example 2, to give methyl 22-phthalimidodocosanoate (1.57 g, 9... Starting materials: ClC=1C(=NC=CC1)C=1C(=C(C=CC1)N)F (3-(3-chloro-pyridin-2-yl)-2-fluoro-phenylamine), BrC1=NC=CC=C1C (2-bromo-3-methylpyridine). Product: FC1=C(C=CC=C1C1=NC=CC=C1C)N (2-Fluoro-3-(3-methyl-pyridin-2-yl)-phenylamine). RXN SMILES: Cl[C:2]1[C:3]([C:8]2[C:9]([F:15])=[C:10]([NH2:14])[CH:11]=[CH:12][CH:13]=2)=[N:4][CH:5]=[CH:6][CH:7]=1.Br[C:17]1C(C)=CC=CN=1>>[F:15][C:9]1[C:8]([C:3]2[C:2]([CH3:17])=[CH:7][CH:6]=[CH:5][N:4]=2)=[CH:13][CH:12]=[CH:11][C:10]=1[NH2:14]. Procedure: was prepared by using the same procedures as described for the preparation of 3-(3-chloro-pyridin-2-yl)-2-fluoro-phenylamine in Scheme C6, starting from 2-bromo-3-methylpyridine [3430-17-9]. MS (LC-MS): 203 [M+H]+; tR (HPLC conditions k): 1.36 min. Starting materials: CC(C)NNC(=O)c1ccoc1, CC(C)NC(C)C, O=C(O)COc1ccc(F)cc1-c1ccccc1OC(F)(F)F, CN(C)C=O. Yields the product CC(C)N(NC(=O)c1ccoc1)C(=O)COc1ccc(F)cc1-c1ccccc1OC(F)(F)F. RXN SMILES: [CH:24]([CH3:25])([CH3:26])[NH:27][NH:28][C:29](=[O:30])[c:31]1[cH:32][o:33][cH:34][cH:35]1.[CH:36]([NH:37][CH:38]([CH3:39])[CH3:40])([CH3:41])[CH3:42].[F:1][c:2]1[cH:3][cH:4][c:5]([O:19][CH2:20][C:21](=[O:22])[OH:23])[c:6](-[c:8]2[c:9]([O:14][C:15]([F:16])([F:17])[F:18])[cH:10][cH:11][cH:12][cH:13]2)[cH:7]1.[O:43]=[CH:44][N:45]([CH3:46])[CH3:47]>>[F:1][c:2]1[cH:3][cH:4][c:5]([O:19][CH2:20][C:21](=[O:23])[N:27]([CH:24]([CH3:25])[CH3:26])[NH:28][C:29](=[O:30])[c:31]2[cH:32][o:33][cH:34][cH:35]2)[c:6](-[c:8]2[c:9]([O:14][C:15]([F:16])([F:17])[F:18])[cH:10][cH:11][cH:12][cH:13]2)[cH:7]1. Reaction SMILES: [C:9]([CH3:10])([CH3:11])([CH3:12])[NH:13][CH2:14][C:15](=[O:16])[c:17]1[cH:18][c:19]([O:31][C:32]([CH:33]([CH:34]2[CH2:35][CH2:36]2)[CH3:37])=[O:38])[c:20]([O:23][C:24]([CH:25]([CH:26]2[CH2:27][CH2:28]2)[CH3:29])=[O:30])[cH:21][cH:22]1.[CH3:1][CH:2]([CH:3]1[CH2:4][CH2:5]1)[C:6]([Cl:7])=[O:8]>>[C:9]([CH3:10])([CH3:11])([CH3:12])[NH:13][CH2:14][CH:15]([OH:16])[c:17]1[cH:18][c:19]([O:31][C:32]([CH:33]([CH:34]2[CH2:35][CH2:36]2)[CH3:37])=[O:38])[c:20]([O:23][C:24]([CH:25]([CH:26]2[CH2:27][CH2:28]2)[CH3:29])=[O:30])[cH:21][cH:22]1. Yields the product CC(C(=O)Oc1ccc(C(O)CNC(C)(C)C)cc1OC(=O)C(C)C1CC1)C1CC1. Starting materials: CC(C(=O)Oc1ccc(C(=O)CNC(C)(C)C)cc1OC(=O)C(C)C1CC1)C1CC1, CC(C(=O)Cl)C1CC1.